Dataset: the Open Reaction Database (ORD), a public repository of structured organic reaction records. Task: describe an organic reaction: reactants, conditions, products, and yield Reactants: 55, [F-].[K+] (potassium fluoride), ClC=1C=C(C=C(C1F)Cl)C(F)(F)F (3,5-dichloro-4-fluorobenzotrifluoride), S1(=O)(=O)CCCC1 (sulfolane). The product is ClC=1C=C(C=C(C1F)F)C(F)(F)F (3-chloro-4,5-difluorobenzotrifluoride). Reaction SMILES: [F-:1].[K+].[Cl:3][C:4]1[CH:5]=[C:6]([C:12]([F:15])([F:14])[F:13])[CH:7]=[C:8](Cl)[C:9]=1[F:10].S1(CCCC1)(=O)=O>>[Cl:3][C:4]1[CH:5]=[C:6]([C:12]([F:15])([F:14])[F:13])[CH:7]=[C:8]([F:1])[C:9]=1[F:10] |f:0.1|. Procedure details: A mixture of 55 parts of anhydrous potassium fluoride and 45.32 parts of 3,5-dichloro-4-fluorobenzotrifluoride in 291 parts of sulfolane was heated and maintained at about 216° to 256° for a period of about 55 hours, while product vapors were removed through a distillation column at a head temperature of about 130°-150° C. A total of 32.02 parts of distillate was collected and analyzed by gas chromatography/mass spectrometry. The distillate was found to be 25.1 percent 3,5-dichloro-4-fluorobenzo... The product is C(C)(=O)OC=1C=C(C=C(C1)OC(C)=O)\C=C\C1=CC=C(C=C1)OC(C)=O ((E)-3,4′,5-triacetoxystilbene). As a reaction SMILES: [C:1]([O:4][C:5]1[CH:10]=[CH:9][C:8](Cl)=[CH:7][CH:6]=1)(=[O:3])[CH3:2].[C:12]([O:15][C:16]1[CH:17]=[C:18]([CH:21]=[C:22]([O:24][C:25](=[O:27])[CH3:26])[CH:23]=1)[CH:19]=[CH2:20])(=[O:14])[CH3:13].C(=O)([O-])[O-].[Cs+].[Cs+].P(C(C)(C)C)(C(C)(C)C)C(C)(C)C>>[C:12]([O:15][C:16]1[CH:17]=[C:18](/[CH:19]=[CH:20]/[C:8]2[CH:9]=[CH:10][C:5]([O:4][C:1](=[O:3])[CH3:2])=[CH:6][CH:7]=2)[CH:21]=[C:22]([O:24][C:25](=[O:27])[CH3:26])[CH:23]=1)(=[O:14])[CH3:13] |f:2.3.4|. Conditions: temperature 120 celsius, time 19 hour. Procedure: A 10 ml Schlenk tube equipped with magnetic stirrer was charged with 59 mg (0.7 mmol) of 4-acetoxychlorobenzene, 100 mg (0.84 mmol, 1.2 eq) of 3,5-diacetoxystyrene, 125 mg of cesium carbonate (0.38 mmol, 1.1 eq), 5 μl of P(t-Bu)3 (0.02 mmol, 6 mol %) and 5.57 mg (0.01 mmol, 1.5 mol %) of tris(dibenzylideneacetone)-dipalladium chloroform complex. The tube was evacuated and flushed with argon three times and 1 ml de-aerated dioxane was added under inert conditions. The reaction was carried out und... Reactants: C(C)(=O)OC1=CC=C(C=C1)Cl (4-acetoxychlorobenzene), C(C)(=O)OC=1C=C(C=C)C=C(C1)OC(C)=O (3,5-diacetoxystyrene), C([O-])([O-])=O.[Cs+].[Cs+] (cesium carbonate), P(C(C)(C)C)(C(C)(C)C)C(C)(C)C (P(t-Bu)3). Starting materials: FC(OC1=CC=C(C=C1)C1=NOC(=C1)C(=O)NN)(F)F (3-(4-(trifluoromethoxy)phenyl)isoxazole-5-carbohydrazide), Cl.C(C)(N)=N (acetimidamide hydrochloride), [OH-].[Na+] (NaOH). The solvent is C1CCOC1 (THF). Product: CC1=NC(=NN1)C1=CC(=NO1)C1=CC=C(C=C1)OC(F)(F)F (5-(5-methyl-1H-1,2,4-triazol-3-yl)-3-(4-(trifluoromethoxy)phenyl)isoxazole). Isolated yield 72.1%. Reaction SMILES: [F:1][C:2]([F:20])([F:19])[O:3][C:4]1[CH:9]=[CH:8][C:7]([C:10]2[CH:14]=[C:13]([C:15]([NH:17][NH2:18])=O)[O:12][N:11]=2)=[CH:6][CH:5]=1.Cl.[C:22](=N)([NH2:24])[CH3:23].[OH-].[Na+]>C1COCC1>[CH3:23][C:22]1[NH:18][N:17]=[C:15]([C:13]2[O:12][N:11]=[C:10]([C:7]3[CH:8]=[CH:9][C:4]([O:3][C:2]([F:20])([F:19])[F:1])=[CH:5][CH:6]=3)[CH:14]=2)[N:24]=1 |f:1.2,3.4|. Procedure details: To a mixture of 3-(4-(trifluoromethoxy)phenyl)isoxazole-5-carbohydrazide (2.4 g, 8.5 mmol) and acetimidamide hydrochloride (1.2 g, 12.8 mmol) in dry THF (60 mL), was added NaOH (512 mg, 12.8 mmol). The mixture was then refluxed for 16 h, then cooled to RT and concentrated under reduced pressure. The residue was purified by silica gel chromatography to afford the title compound as a white solid (1.9 g, 71%). 1H NMR (500 MHz, DMSO-d6) δ 8.12 (d, J=7.2 Hz, 2H), 7.58 (s, 1H). 7.54 (d, J=6.4 Hz, 2H),... Reactants: C(C)C(=CC)C=1C=CC(=C(C=O)C1)F (5-(1-ethyl-propenyl)-2-fluoro-benzaldehyde), C(C)OC(CS)=O (mercapto-acetic acid ethyl ester), C(=O)([O-])[O-].[K+].[K+] (K2CO3). Run in CN(C)C=O (DMF). Conditions: temperature 80 celsius, time 60 minute. The product is C(C)OC(=O)C1=CC2=C(S1)C=CC(=C2)C(=CC)CC (5-(1-Ethyl-propenyl)-benzo[b]thiophene-2-carboxylic acid ethyl ester). Isolated yield 88.5%. As a reaction SMILES: [CH2:1]([C:3]([C:6]1[CH:7]=[CH:8][C:9](F)=[C:10]([CH:13]=1)[CH:11]=O)=[CH:4][CH3:5])[CH3:2].[CH2:15]([O:17][C:18](=[O:21])[CH2:19][SH:20])[CH3:16].C([O-])([O-])=O.[K+].[K+]>CN(C=O)C>[CH2:15]([O:17][C:18]([C:19]1[S:20][C:9]2[CH:8]=[CH:7][C:6]([C:3]([CH2:1][CH3:2])=[CH:4][CH3:5])=[CH:13][C:10]=2[CH:11]=1)=[O:21])[CH3:16] |f:2.3.4|. Procedure: A solution of 5-(1-ethyl-propenyl)-2-fluoro-benzaldehyde (8.70 g, 45.3 mmol) in DMF (40 mL) is treated with mercapto-acetic acid ethyl ester (8.16 g, 67.9 mmol) and K2CO3 (12.5 g, 90.6 mmol). The resulting suspension is stirred at 80° C. for 60 min and quenched with water (300 mL). The mixture is extracted with EtOAc (2×200 mL), and the organic layer is dried over Na2SO4, concentrated, and purified using silica gel column chromatography (6% EtOAc/Hex), to give the title compound as an oil (11.0 ... Reactants: CN(Cc1ccccc1)C(=O)c1ccc(Cl)c(S(N)(=O)=O)c1, CN1CCNCC1, CC(=O)O, O. Product: CN1CCN(c2ccc(C(=O)N(C)Cc3ccccc3)cc2S(N)(=O)=O)CC1. RXN SMILES: [CH3:1][N:2]([C:3]([c:4]1[cH:5][c:6]([S:11]([NH2:12])(=[O:13])=[O:14])[c:7]([Cl:10])[cH:8][cH:9]1)=[O:15])[CH2:16][c:17]1[cH:18][cH:19][cH:20][cH:21][cH:22]1.[CH3:23][N:24]1[CH2:25][CH2:26][NH:27][CH2:28][CH2:29]1.[CH3:31][C:32](=[O:33])[OH:34].[OH2:30]>>[CH3:1][N:2]([C:3]([c:4]1[cH:5][c:6]([S:11]([NH2:12])(=[O:13])=[O:14])[c:7]([N:27]2[CH2:26][CH2:25][N:24]([CH3:23])[CH2:29][CH2:28]2)[cH:8][cH:9]1)=[O:15])[CH2:16][c:17]1[cH:18][cH:19][cH:20][cH:21][cH:22]1. The reactants are F[B-](F)(F)F, Cc1nc2c3c(c(C(=O)O)cc2n1C)CCC(c1ccccc1)O3, ClCCl, NCCO, O, CN(C)C(On1nnc2ccccc21)=[N+](C)C. Yields the product Cc1nc2c3c(c(C(=O)NCCO)cc2n1C)CCC(c1ccccc1)O3. RXN SMILES: [B-:25]([F:26])([F:27])([F:28])[F:29].[CH3:1][c:2]1[n:3][c:4]2[c:5]([n:6]1[CH3:7])[cH:8][c:9]([C:22](=[O:23])[OH:24])[c:10]1[c:15]2[O:14][CH:13]([c:16]2[cH:17][cH:18][cH:19][cH:20][cH:21]2)[CH2:12][CH2:11]1.[Cl:52][CH2:53][Cl:54].[NH2:47][CH2:48][CH2:49][OH:50].[OH2:51].[n:30]1([O:31][C:32]([N:33]([CH3:34])[CH3:35])=[N+:36]([CH3:37])[CH3:38])[c:39]2[cH:40][cH:41][cH:42][cH:43][c:44]2[n:45][n:46]1>>[CH3:1][c:2]1[n:3][c:4]2[c:5]([n:6]1[CH3:7])[cH:8][c:9]([C:22](=[O:23])[NH:47][CH2:48][CH2:49][OH:50])[c:10]1[c:15]2[O:14][CH:13]([c:16]2[cH:17][cH:18][cH:19][cH:20][cH:21]2)[CH2:12][CH2:11]1.